This data is from the Open Reaction Database (ORD), a public repository of structured organic reaction records. The task is: describe an organic reaction: reactants, conditions, products, and yield Reactants: C(=O)=O (Carbon dioxide), C(=O)=O (dry ice), BrC1=CC=C(C=C1)C1(CCN(CC1)C(=O)O)C1=CC=C(C=C1)Cl (4-(4-bromo-phenyl)-4-(4-chloro-phenyl)-piperidine-1-carboxylic acid), butyl ester, C1CCOC1 (THF), C(CCC)[Li] (n-butyllithium). Product: C(C)(C)(C)OC(=O)N1CCC(CC1)(C1=CC=C(C=C1)Cl)C1=CC=C(C=C1)C(=O)O (4-(4-carboxy-phenyl)-4-(4-chloro-phenyl)-piperidine-1-carboxylic acid tert-butyl ester). As a reaction SMILES: Br[C:2]1[CH:7]=[CH:6][C:5]([C:8]2([C:17]3[CH:22]=[CH:21][C:20]([Cl:23])=[CH:19][CH:18]=3)[CH2:13][CH2:12][N:11]([C:14]([OH:16])=[O:15])[CH2:10][CH2:9]2)=[CH:4][CH:3]=1.C([Li])[CH2:25][CH2:26][CH3:27].[C:29](=[O:31])=[O:30].[CH2:32]1COCC1>>[C:26]([O:16][C:14]([N:11]1[CH2:12][CH2:13][C:8]([C:5]2[CH:6]=[CH:7][C:2]([C:29]([OH:31])=[O:30])=[CH:3][CH:4]=2)([C:17]2[CH:22]=[CH:21][C:20]([Cl:23])=[CH:19][CH:18]=2)[CH2:9][CH2:10]1)=[O:15])([CH3:25])([CH3:27])[CH3:32]. Reported procedure: Under nitrogen, a solution of 4-(4-bromo-phenyl)-4-(4-chloro-phenyl)-piperidine-1-carboxylic acid text-butyl ester* (888 mg, 1.97 mmol) in THF (5 mL) was cooled to −78° C. A solution of n-butyllithium (1.5 mL, 1.6M in hexanes) was added dropwise and the mixture maintained at this temperature for 25 minutes. Carbon dioxide gas (generated from dry ice and dried by passage through a column of calcium chloride pellets) was bubbled through the anion solution for 80 minutes then the mixture was allowe... Starting materials: ClC=1C=C(C=C(C1)Cl)NC1=NNC(=N1)N (N3-(3,5-dichlorophenyl)-1H-1,2,4-triazole-3,5-diamine), ClC1=C(C#N)C(=CC(=C1)N=C=S)Cl (2,6-dichloro-4-isothiocyanatobenzonitrile), O=C1CCN(CC1)C(=O)OC(C)(C)C (tert-butyl 4-oxopiperidine-1-carboxylate), C(C)(=O)O (acetic acid), product. Solvent: CO (methanol). Run at time 15 minute. Yields the product C(C)(C)(C)OC(=O)N1CCC(CC1)NC=1NN=C(N1)NC1=CC(=CC(=C1)Cl)Cl (4-[5-(3,5-Dichloro-phenylamino)-2H-[1,2,4]triazol-3-ylamino]-piperidine-1-carboxylic acid tert-butyl ester). The yield is 88.0%. As a reaction SMILES: [Cl:1][C:2]1[CH:3]=[C:4]([NH:9][C:10]2[N:14]=[C:13]([NH2:15])[NH:12][N:11]=2)[CH:5]=[C:6]([Cl:8])[CH:7]=1.ClC1C=C(N=C=S)C=C(Cl)C=1C#N.O=[C:30]1[CH2:35][CH2:34][N:33]([C:36]([O:38][C:39]([CH3:42])([CH3:41])[CH3:40])=[O:37])[CH2:32][CH2:31]1.C(O)(=O)C>CO>[C:39]([O:38][C:36]([N:33]1[CH2:34][CH2:35][CH:30]([NH:15][C:13]2[NH:12][N:11]=[C:10]([NH:9][C:4]3[CH:5]=[C:6]([Cl:8])[CH:7]=[C:2]([Cl:1])[CH:3]=3)[N:14]=2)[CH2:31][CH2:32]1)=[O:37])([CH3:42])([CH3:40])[CH3:41]. Procedure details: To a stirred solution of N3-(3,5-dichlorophenyl)-1H-1,2,4-triazole-3,5-diamine Intermediate 2 (122 mg, 0.5 mmol) in 10 ml of methanol, tert-butyl 4-oxopiperidine-1-carboxylate (102 mg, 0.512 mmol), was added acetic acid (0.05 mL). The mixture was stirred at rt for 15 min, after which picolineborane (112 mg, 1.047 mmol) was added. The mixture was stirred at rt overnight. LCMS indicated 87% product and 13% SM. Additional picolineborane (50 mg, 0.467 mmol) was added and the mixture was stirred for ... Reactants: CCO, CCOC(=O)c1nc(Cc2c(-c3ccc(Cl)cc3)nc3ccc(F)cn23)no1, Cl, [K+], [K+], NO, O=C([O-])[O-]. Yields the product O=C(NO)c1nc(Cc2c(-c3ccc(Cl)cc3)nc3ccc(F)cn23)no1. Reaction SMILES: [CH3:38][CH2:39][OH:40].[Cl:1][c:2]1[cH:3][cH:4][c:5](-[c:8]2[n:9][c:10]3[n:11]([cH:12][c:13]([F:16])[cH:14][cH:15]3)[c:17]2[CH2:18][c:19]2[n:20][o:21][c:22]([C:24]([O:26][CH2:25][CH3:27])=[O:28])[n:23]2)[cH:6][cH:7]1.[ClH:31].[K+:32].[K+:33].[NH2:29][OH:30].[O-:34][C:35]([O-:36])=[O:37]>>[Cl:1][c:2]1[cH:3][cH:4][c:5](-[c:8]2[n:9][c:10]3[n:11]([cH:12][c:13]([F:16])[cH:14][cH:15]3)[c:17]2[CH2:18][c:19]2[n:20][o:21][c:22]([C:24](=[O:26])[NH:29][OH:30])[n:23]2)[cH:6][cH:7]1. Reactants: CCOC(=O)C1CCN(c2ccc(OC)nn2)CC1, C1CCOC1, CO, [Li+], [OH-], O, O. Yields the product COc1ccc(N2CCC(C(=O)O)CC2)nn1. As a reaction SMILES: [CH2:1]([CH3:2])[O:3][C:4](=[O:5])[CH:6]1[CH2:7][CH2:8][N:9]([c:12]2[n:13][n:14][c:15]([O:18][CH3:19])[cH:16][cH:17]2)[CH2:10][CH2:11]1.[CH2:23]1[O:24][CH2:25][CH2:26][CH2:27]1.[CH3:29][OH:30].[Li+:21].[OH-:20].[OH2:22].[OH2:28]>>[O:3]=[C:4]([OH:5])[CH:6]1[CH2:7][CH2:8][N:9]([c:12]2[n:13][n:14][c:15]([O:18][CH3:19])[cH:16][cH:17]2)[CH2:10][CH2:11]1. Reactants: C(C)OC(\C=C\C=O)=O ((E)-4-oxo-but-2-enoic acid ethyl ester), [N+](=O)([O-])C1=C(C(=O)O)C=CC=C1 (2-nitro benzoic acid), N1CCCC1 (pyrrolidine), OC1=C(C=O)C(=CC=C1OC)OC (2-hydroxy-3,6-dimethoxy-benzaldehyde). Solvent: CS(=O)C (dimethysulfoxide). Conditions: temperature 25 celsius, time 78 hour. The product is C(C)OC(=O)C1OC2=C(C=CC(=C2C=C1C=O)OC)OC (3-formyl-5,8-dimethoxy-2H-chromene-2-carboxylic acid ethyl ester). Yield: 21.8%. Reaction SMILES: [CH2:1]([O:3][C:4](=[O:9])/[CH:5]=[CH:6]/[CH:7]=[O:8])[CH3:2].[N+](C1C=CC=CC=1C(O)=O)([O-])=O.N1CCCC1.[OH:27][C:28]1[C:35]([O:36][CH3:37])=[CH:34][CH:33]=[C:32]([O:38][CH3:39])[C:29]=1[CH:30]=O>CS(C)=O>[CH2:1]([O:3][C:4]([CH:5]1[C:6]([CH:7]=[O:8])=[CH:30][C:29]2[C:28](=[C:35]([O:36][CH3:37])[CH:34]=[CH:33][C:32]=2[O:38][CH3:39])[O:27]1)=[O:9])[CH3:2]. Reported procedure: (E)-4-oxo-but-2-enoic acid ethyl ester (7.30 mL, 60.37 mmol), 2-nitro benzoic acid (1.852 g, 10.98 mmol), and pyrrolidine (0.91 mL, 10.98 mmol) were added simultaneously to a solution of commercially available 2-hydroxy-3,6-dimethoxy-benzaldehyde (10.0 g, 54.89 mmol) in dimethysulfoxide (50 mL) at 25° C. and the solution was stirred for 78 hours at 25° C. The reaction was quenched by the addition of water. The reaction mixture was then partitioned between water and ethyl acetate. The combined or... Reactants: ON1[C@H]2CS[C@@H](CCCC(C(O)=O)N3C(CCC3=O)=O)[C@H]2NC1=O (N-hydroxysuccinimidobiotin), NCCN1C=NC=2C(=NC=3C=CC=CC3C21)N (1-(2-aminoethyl)-1H-imidazo[4,5-c]quinolin-4-amine). Yields the product NC1=NC=2C=CC=CC2C2=C1N=CN2CCNC(CCCCC2SCC1NC(NC12)=O)=O (N1-[2-(4-amino-1H-imidazo[4,5-c]quinolin-1-yl)ethyl]-5-(2-oxoperhydrothieno[3,4-d]imidazol-4-yl)pentanamide). The yield is 75.2%. As a reaction SMILES: O[N:2]1[C:23](=[O:24])[NH:22][C@H:21]2[C@@H:3]1[CH2:4][S:5][C@H:6]2[CH2:7][CH2:8][CH2:9][CH:10](N1C(=O)CCC1=O)[C:11](=[O:13])O.[NH2:25][CH2:26][CH2:27][N:28]1[C:40]2[C:39]3[CH:38]=[CH:37][CH:36]=[CH:35][C:34]=3[N:33]=[C:32]([NH2:41])[C:31]=2[N:30]=[CH:29]1>>[NH2:41][C:32]1[C:31]2[N:30]=[CH:29][N:28]([CH2:27][CH2:26][NH:25][C:11](=[O:13])[CH2:10][CH2:9][CH2:8][CH2:7][CH:6]3[CH:21]4[CH:3]([NH:2][C:23](=[O:24])[NH:22]4)[CH2:4][S:5]3)[C:40]=2[C:39]2[CH:38]=[CH:37][CH:36]=[CH:35][C:34]=2[N:33]=1. Procedure details: Using the general method of Example 24, N-hydroxysuccinimidobiotin (0.6 g, 1.76 mmol) was reacted with 1-(2-aminoethyl)-1H-imidazo[4,5-c]quinolin-4-amine (0.4 g, 1.76 mmol) to provide 0.6 g of N1-[2-(4-amino-1H-imidazo[4,5-c]quinolin-1-yl)ethyl]-5-(2-oxoperhydrothieno[3,4-d]imidazol-4-yl)pentanamide as a solid, m.p. 169° C. Reactants: C1CCOC1, CO, Cl, [K+], COC(=O)c1cnc(N)c(I)c1, [OH-], O. Reaction SMILES: [CH2:15]1[O:16][CH2:17][CH2:18][CH2:19]1.[CH3:21][OH:22].[ClH:20].[K+:14].[NH2:1][c:2]1[n:3][cH:4][c:5]([C:6](=[O:7])[O:8][CH3:9])[cH:10][c:11]1[I:12].[OH-:13].[OH2:23]>>[NH2:1][c:2]1[n:3][cH:4][c:5]([C:6](=[O:7])[OH:8])[cH:10][c:11]1[I:12]. The product is Nc1ncc(C(=O)O)cc1I. The reactants are BrC=1C=CC2=C(C3=C(S2)CCC(C3)C(=O)OCC)C1 (ethyl 8-bromo-1,2,3,4-tetrahydrodibenzo[b,d]thiophene-2-carboxylate), C(#N)[Cu] (CuCN). Run in CN1C(CCC1)=O (1-methylpyrrolidin-2-one). Reaction conditions: temperature 170 celsius. Yields the product C(#N)C=1C=CC2=C(C3=C(S2)CCC(C3)C(=O)OCC)C1 (Ethyl 8-cyano-1,2,3,4-tetrahydrodibenzo[b,d]thiophene-2-carboxylate). Yield: 88.1%. Reaction SMILES: Br[C:2]1[CH:3]=[CH:4][C:5]2[S:9][C:8]3[CH2:10][CH2:11][CH:12]([C:14]([O:16][CH2:17][CH3:18])=[O:15])[CH2:13][C:7]=3[C:6]=2[CH:19]=1.[C:20]([Cu])#[N:21]>CN1CCCC1=O>[C:20]([C:2]1[CH:3]=[CH:4][C:5]2[S:9][C:8]3[CH2:10][CH2:11][CH:12]([C:14]([O:16][CH2:17][CH3:18])=[O:15])[CH2:13][C:7]=3[C:6]=2[CH:19]=1)#[N:21]. Procedure: To a solution of ethyl 8-bromo-1,2,3,4-tetrahydrodibenzo[b,d]thiophene-2-carboxylate (0.62 g, 1.83 mmol) in 10 mL 1-methylpyrrolidin-2-one was added CuCN (0.328 g, 3.66 mmol). The reaction was heated at 170° C. overnight, then was cooled to room temperature and was partitioned between EtOAc and water. The organic layer was washed with water, then brine, then dried over MgSO4, filtered and concentrated. Purification by chromatography on silica gel (25% EtOAc in hexane) afforded 0.46 g (88%) of th...